From a dataset of the Open Reaction Database (ORD), a public repository of structured organic reaction records. describe an organic reaction: reactants, conditions, products, and yield Starting materials: C(C)OC(C(CNC1CCOCC1)C)=O ((rac)-2-methyl-3-(tetrahydro-pyran-4-ylamino)-propanoic acid ethyl ester), ClC1=NC=C(C(=N1)Cl)[N+](=O)[O-] (2,4-dichloro-5-nitro-pyrimidine), C([O-])(O)=O.[K+] (potassium bicarbonate). Run in O (water), C(C)(=O)OCC (ethyl acetate), C(C)(=O)OCC (ethyl acetate), O (water). Reaction conditions: time 3 hour. The product is C(C)OC(C(CN(C1CCOCC1)C1=NC(=NC=C1[N+](=O)[O-])Cl)C)=O ((rac)-3-[(2-chloro-5-nitro-pyrimidin-4-yl)-(tetrahydro-pyran-4-yl)-amino]-2-methyl-propanoic acid ethyl ester). Isolated yield 98.3%. Reaction SMILES: [CH2:1]([O:3][C:4](=[O:15])[CH:5]([CH3:14])[CH2:6][NH:7][CH:8]1[CH2:13][CH2:12][O:11][CH2:10][CH2:9]1)[CH3:2].[Cl:16][C:17]1[N:22]=[C:21](Cl)[C:20]([N+:24]([O-:26])=[O:25])=[CH:19][N:18]=1.C(=O)(O)[O-].[K+]>C(OCC)(=O)C.O>[CH2:1]([O:3][C:4](=[O:15])[CH:5]([CH3:14])[CH2:6][N:7]([C:19]1[C:20]([N+:24]([O-:26])=[O:25])=[CH:21][N:22]=[C:17]([Cl:16])[N:18]=1)[CH:8]1[CH2:13][CH2:12][O:11][CH2:10][CH2:9]1)[CH3:2] |f:2.3|. Reported procedure: To a mixture of 2.05 g (0.0095 mole) of (rac)-2-methyl-3-(tetrahydro-pyran-4-ylamino)-propanoic acid ethyl ester, 1.85 g (0.0095 mole) of 2,4-dichloro-5-nitro-pyrimidine 50 mL of ethyl acetate and 25 mL of water was added 2.85 g (0.0286 mole) of potassium bicarbonate. The mixture was stirred for 3 hours and then diluted with 50 mL of ethyl acetate and 50 mL of water. The layers were separated, and the aqueous layer extracted with 100 mL of ethyl acetate. The organic layers were washed with 100 m... The reactants are O=C([O-])[O-], CC#N, Cn1ccc2c1C(=NO)CCN(CCCCl)S2(=O)=O, Fc1ccc(N2CCNCC2)cc1, [I-], [K+], [K+], [Na+]. Yields the product Cn1ccc2c1C(=NO)CCN(CCCN1CCN(c3ccc(F)cc3)CC1)S2(=O)=O. Reaction SMILES: [C:33](=[O:34])([O-:35])[O-:36].[CH3:41][C:42]#[N:43].[Cl:1][CH2:2][CH2:3][CH2:4][N:5]1[S:6](=[O:18])(=[O:19])[c:7]2[c:8]([n:14]([CH3:17])[cH:15][cH:16]2)[C:9](=[N:12][OH:13])[CH2:10][CH2:11]1.[F:20][c:21]1[cH:22][cH:23][c:24]([N:27]2[CH2:28][CH2:29][NH:30][CH2:31][CH2:32]2)[cH:25][cH:26]1.[I-:40].[K+:37].[K+:38].[Na+:39]>>[CH2:2]([CH2:3][CH2:4][N:5]1[S:6](=[O:18])(=[O:19])[c:7]2[c:8]([n:14]([CH3:17])[cH:15][cH:16]2)[C:9](=[N:12][OH:13])[CH2:10][CH2:11]1)[N:30]1[CH2:29][CH2:28][N:27]([c:24]2[cH:23][cH:22][c:21]([F:20])[cH:26][cH:25]2)[CH2:32][CH2:31]1.